Dataset: the Open Reaction Database (ORD), a public repository of structured organic reaction records. Task: describe an organic reaction: reactants, conditions, products, and yield The reactants are O=C(Cl)CCCl, Nc1ccc(O)cc1, [Na+], O=C([O-])O. Product: O=C(CCCl)Nc1ccc(O)cc1. Reaction SMILES: [Cl:9][CH2:10][CH2:11][C:12](=[O:13])[Cl:14].[NH2:1][c:2]1[cH:3][cH:4][c:5]([OH:6])[cH:7][cH:8]1.[Na+:19].[O-:15][C:16]([OH:17])=[O:18]>>[NH:1]([c:2]1[cH:3][cH:4][c:5]([OH:6])[cH:7][cH:8]1)[C:12]([CH2:11][CH2:10][Cl:9])=[O:13]. Reactants: C[Si](CCO)(C)C (2-Trimethylsilylethanol), S(=O)(=O)(C1=CC=C(C)C=C1)Cl (tosyl chloride). Run in N1=CC=CC=C1 (pyridine). Yields the product C[Si](CCS(=O)(=O)C1=CC=C(C)C=C1)(C)C (2-trimethylsilyl-1-tosylethane). RXN SMILES: [CH3:1][Si:2]([CH3:7])([CH3:6])[CH2:3][CH2:4]O.[S:8](Cl)([C:11]1[CH:17]=[CH:16][C:14]([CH3:15])=[CH:13][CH:12]=1)(=[O:10])=[O:9]>N1C=CC=CC=1>[CH3:1][Si:2]([CH3:7])([CH3:6])[CH2:3][CH2:4][S:8]([C:11]1[CH:17]=[CH:16][C:14]([CH3:15])=[CH:13][CH:12]=1)(=[O:10])=[O:9]. Procedure: Ex-36a) As depicted in Scheme 10, 2-Trimethylsilylethanol is treated with tosyl chloride in pyridine to give 2-trimethylsilyl-1-tosylethane.